This data is from the Open Reaction Database (ORD), a public repository of structured organic reaction records. The task is: describe an organic reaction: reactants, conditions, products, and yield Starting materials: C(C1=CC=CC=C1)OC1=C(C(=O)OC)C=C(C=C1)[C@H](CBr)O[Si](C)(C)C(C)(C)C (methyl 2-(benzyloxy)-5-((1R)-2-bromo-1-{[tert-butyl(dimethyl) silyl]oxy} ethyl)benzoate). Run in O1CCCC1 (tetrahydrofuran). Reaction conditions: temperature 0 celsius, time 16 hour. The product is C(C1=CC=CC=C1)OC1=C(C=C(C=C1)[C@H](CBr)O[Si](C)(C)C(C)(C)C)CO ([2-(benzyloxy)-5-((1R)-2-bromo-1-{[tert-butyl(dimethyl)silyl]oxy}ethyl)phenyl]methanol). The yield is 80.2%. RXN SMILES: [CH2:1]([O:8][C:9]1[CH:18]=[CH:17][C:16]([C@@H:19]([O:22][Si:23]([C:26]([CH3:29])([CH3:28])[CH3:27])([CH3:25])[CH3:24])[CH2:20][Br:21])=[CH:15][C:10]=1[C:11](OC)=[O:12])[C:2]1[CH:7]=[CH:6][CH:5]=[CH:4][CH:3]=1>O1CCCC1>[CH2:1]([O:8][C:9]1[CH:18]=[CH:17][C:16]([C@@H:19]([O:22][Si:23]([C:26]([CH3:27])([CH3:28])[CH3:29])([CH3:24])[CH3:25])[CH2:20][Br:21])=[CH:15][C:10]=1[CH2:11][OH:12])[C:2]1[CH:3]=[CH:4][CH:5]=[CH:6][CH:7]=1. Procedure: Borane methylsulfide complex (42.4 ml of ˜10M solution, 424 mmol) was added drop wise to a solution of methyl 2-(benzyloxy)-5-((1R)-2-bromo-1-{[tert-butyl(dimethyl) silyl]oxy} ethyl)benzoate (Preparation 21, 91.0 g) in tetrahydrofuran (1600 ml). The resulting mixture was then heated to reflux for 2 hours and then cooled to 0° C. before quenching with methanol (270 ml). The mixture was left to stir at room temperature for 16 hours and then the solvent removed in vacuo. The residue was partitioned...